describe an organic reaction: reactants, conditions, products, and yield From a dataset of the Open Reaction Database (ORD), a public repository of structured organic reaction records. The reactants are C(C)(=O)NC=1NC(=NN1)C(=O)OC (methyl 5-acetamido-4H-1,2,4-triazole-3-carboxylate), [Li+].[OH-] (LiOH). The solvent is C1CCOC1.CO.O (THF MeOH H2O). Conditions: temperature 50 celsius, time 1 hour. The product is C(C)(=O)NC=1NC(=NN1)C(=O)O (5-acetamido-4H-1,2,4-triazole-3-carboxylic acid). Isolated yield 89.3%. RXN SMILES: [C:1]([NH:4][C:5]1[NH:6][C:7]([C:10]([O:12]C)=[O:11])=[N:8][N:9]=1)(=[O:3])[CH3:2].[Li+].[OH-]>C1COCC1.CO.O>[C:1]([NH:4][C:5]1[NH:6][C:7]([C:10]([OH:12])=[O:11])=[N:8][N:9]=1)(=[O:3])[CH3:2] |f:1.2,3.4.5|. Procedure: A mixture of methyl 5-acetamido-4H-1,2,4-triazole-3-carboxylate (500 mg, 2.72 mmol) and LiOH (2.1 eq) in THF/MeOH/H2O (8/4/2 mL) was stirred at 50° C. for 1 h (precipitates formed). All the volatiles were removed and the white solid residue was acidified with 7 mL of HCl (1 N), filtered and washed with H2O to afford the titled compound as a white solid (413 mg), which was used without further purification. Reactants: CCOC(=O)c1cn(-c2ccc([N+](=O)[O-])cc2)[nH]c1=O, C1CCOC1. Yields the product CCOC(=O)c1cn(-c2ccc(N)cc2)[nH]c1=O. Reaction SMILES: [CH2:1]([CH3:2])[O:3][C:4](=[O:5])[c:6]1[cH:7][n:8](-[c:12]2[cH:13][cH:14][c:15]([N+:18]([O-:19])=[O:20])[cH:16][cH:17]2)[nH:9][c:10]1=[O:11].[O:21]1[CH2:22][CH2:23][CH2:24][CH2:25]1>>[CH2:1]([CH3:2])[O:3][C:4](=[O:5])[c:6]1[cH:7][n:8](-[c:12]2[cH:13][cH:14][c:15]([NH2:18])[cH:16][cH:17]2)[nH:9][c:10]1=[O:11]. Starting materials: C1(CC(CC1)CC1=C(C=CC(=C1)C)S(=O)(=O)[O-])CC1=C(C=CC(=C1)C)S(=O)(=O)[O-] (Cyclopentane-1,3-diylbis(methylene)bis(4-methylbenzenesulfonate)), CN(C)C=O (DMF), O (H2O), [C-]#N.[Na+] (sodium cyanide). Reaction conditions: temperature 150 celsius, time 15 hour. Yields the product C1(CC(CC1)CC#N)CC#N (2,2′-(cyclopentane-1,3-diyl)diacetonitrile). Reaction SMILES: [CH:1]1([CH2:18]C2C=C(C)C=CC=2S([O-])(=O)=O)[CH2:5][CH2:4][CH:3]([CH2:6][C:7]2C=C(C)C=CC=2S([O-])(=O)=O)[CH2:2]1.O.[C-]#[N:32].[Na+].C[N:35]([CH:37]=O)C>>[CH:1]1([CH2:18][C:37]#[N:35])[CH2:5][CH2:4][CH:3]([CH2:6][C:7]#[N:32])[CH2:2]1 |f:2.3|. Procedure details: Cyclopentane-1,3-diylbis(methylene)bis(4-methylbenzenesulfonate) 1-21 (1 equivalent) was taken in DMF:H2O mixture (3:1) and sodium cyanide (6 equivalents) was added and stirred at 150° C. for 15 h. The progress of the reaction was monitored by TLC. After completion of the reaction, reaction mixture was quenched with water, extracted with diethyl ether. The organic layer was washed with brine, dried over anhydrous sodium sulfate and evaporated under reduced pressure. The crude product was purifie... Reactants: ClCCl (dichloromethane), NC1=NC(=NS1)/C(/C(=O)Cl)=N/OCC (2-(5-amino-1,2,4-thiadiazol-3-yl)-2(Z)-ethoxyiminoacetyl chloride), N[C@H]1[C@@H]2N(C(=C(CS2)COC(CC(C)=O)=O)C(=O)O)C1=O (7β-amino-3-(3-oxobutyryloxymethyl)-3-cephem-4-carboxylic acid), C[Si](C)(C)C(C(=O)N)[Si](C)(C)C (bistrimethylsilylacetamide). The solvent is CC(=O)N(C)C (dimethylacetamide). Yields the product NC1=NC(=NS1)/C(/C(=O)N[C@H]1[C@@H]2N(C(=C(CS2)COC(CC(C)=O)=O)C(=O)O)C1=O)=N/OCC (7β-[2-(5-Amino-1,2,4-thiadiazol-3-yl)-2(Z)-ethoxyiminoacetamido]-3-(3-oxobutyryloxymethyl)-3-cephem-4-carboxylic acid). Isolated yield 69.7%. RXN SMILES: ClCCl.[NH2:4][C@@H:5]1[C:23](=[O:24])[N:7]2[C:8]([C:20]([OH:22])=[O:21])=[C:9]([CH2:12][O:13][C:14](=[O:19])[CH2:15][C:16](=[O:18])[CH3:17])[CH2:10][S:11][C@H:6]12.C[Si](C([Si](C)(C)C)C(N)=O)(C)C.[NH2:37][C:38]1[S:42][N:41]=[C:40](/[C:43](=[N:47]/[O:48][CH2:49][CH3:50])/[C:44](Cl)=[O:45])[N:39]=1>CC(N(C)C)=O>[NH2:37][C:38]1[S:42][N:41]=[C:40](/[C:43](=[N:47]/[O:48][CH2:49][CH3:50])/[C:44]([NH:4][C@@H:5]2[C:23](=[O:24])[N:7]3[C:8]([C:20]([OH:22])=[O:21])=[C:9]([CH2:12][O:13][C:14](=[O:19])[CH2:15][C:16](=[O:18])[CH3:17])[CH2:10][S:11][C@H:6]23)=[O:45])[N:39]=1. Reported procedure: In 200 ml off dichloromethane is suspended 11 g of 7β-amino-3-(3-oxobutyryloxymethyl)-3-cephem-4-carboxylic acid. To the suspension is added 14 g of bistrimethylsilylacetamide and the mixture is stirred at room temperature until complete dissolution and cooled in an ice-water bath. To this solution, 14 g of 2-(5-amino-1,2,4-thiadiazol-3-yl)-2(Z)-ethoxyiminoacetyl chloride is added and the mixture is stirred for a while, to which 6 g of dimethylacetamide is added. The whole mixture is stirred wit... Starting materials: CCO, CCOCC, COc1ccc(CBr)cc1Cl, Cl, NC(N)=S, [Na+], [OH-]. Product: COc1ccc(CS)cc1Cl. RXN SMILES: [CH3:19][CH2:20][OH:21].[CH3:22][CH2:23][O:24][CH2:25][CH3:26].[Cl:5][c:6]1[cH:7][c:8]([CH2:9][Br:10])[cH:11][cH:12][c:13]1[O:14][CH3:15].[ClH:18].[NH2:1][C:2]([NH2:3])=[S:4].[Na+:17].[OH-:16]>>[CH2:2]([SH:4])[c:8]1[cH:7][c:6]([Cl:5])[c:13]([O:14][CH3:15])[cH:12][cH:11]1. Reactants: C1CCOC1, O=C(Cl)C(=O)Cl, O=C(O)c1ccc(-c2ccccc2F)cc1, CN(C)C=O. Product: O=C(Cl)c1ccc(-c2ccccc2F)cc1. Reaction SMILES: [CH2:28]1[O:29][CH2:30][CH2:31][CH2:32]1.[Cl:17][C:18]([C:19]([Cl:20])=[O:21])=[O:22].[F:1][c:2]1[c:3](-[c:8]2[cH:9][cH:10][c:11]([C:14](=[O:15])[OH:16])[cH:12][cH:13]2)[cH:4][cH:5][cH:6][cH:7]1.[O:23]=[CH:24][N:25]([CH3:26])[CH3:27]>>[F:1][c:2]1[c:3](-[c:8]2[cH:9][cH:10][c:11]([C:14](=[O:16])[Cl:17])[cH:12][cH:13]2)[cH:4][cH:5][cH:6][cH:7]1.